Task: describe an organic reaction: reactants, conditions, products, and yield. Dataset: the Open Reaction Database (ORD), a public repository of structured organic reaction records The reactants are C1CCOC1, CN(C)CCn1ncc2cc(N)ccc21, O=C=Nc1ccc(Oc2ccccc2)cc1. Product: CN(C)CCn1ncc2cc(NC(=O)Nc3ccc(Oc4ccccc4)cc3)ccc21. Reaction SMILES: [CH2:32]1[O:33][CH2:34][CH2:35][CH2:36]1.[CH3:1][N:2]([CH2:3][CH2:4][n:5]1[n:6][cH:7][c:8]2[cH:9][c:10]([NH2:14])[cH:11][cH:12][c:13]12)[CH3:15].[O:16]([c:17]1[cH:18][cH:19][cH:20][cH:21][cH:22]1)[c:23]1[cH:24][cH:25][c:26]([N:29]=[C:30]=[O:31])[cH:27][cH:28]1>>[CH3:1][N:2]([CH2:3][CH2:4][n:5]1[n:6][cH:7][c:8]2[cH:9][c:10]([NH:14][C:30]([NH:29][c:26]3[cH:25][cH:24][c:23]([O:16][c:17]4[cH:18][cH:19][cH:20][cH:21][cH:22]4)[cH:28][cH:27]3)=[O:31])[cH:11][cH:12][c:13]12)[CH3:15]. RXN SMILES: C[OH:2].[C:3]([C:7]1[CH:12]=[C:11](C)[CH:10]=[C:9](C(C)(C)C)[C:8]=1[OH:18])(C)(C)[CH3:4]>C1CCCCC1>[CH2:4]=[CH:3][CH:7]=[CH2:8].[C:8]1(=[O:18])[O:2][CH2:7][CH2:12][CH2:11][CH2:10][CH2:9]1 |f:3.4|. The product is C=CC=C.C1(CCCCCO1)=O (butadiene ε-caprolactone). Procedure: Steps I and II were carried out in a first 20 gal. capacity, jacketed, stirred reactor and the reaction mixture transferred to a second 20 gal. capacity, jacketed, stirred reactor for Steps III and IV. Following termination with methanol in Step IV, 0.5 parts by weight of 2,6-di-t-butyl-4-methylphenol was added as a 20 weight percent solution in cyclohexane, and the butadiene/ε-caprolactone block copolymer then isolated by steam stripping. The calculated molecular weight of this copolymer based ... Reactants: II, C(C)(C)(C)C1=C(C(=CC(=C1)C)C(C)(C)C)O (2,6-di-t-butyl-4-methylphenol), IV, CO (methanol). Run in C1CCCCC1 (cyclohexane). As a reaction SMILES: [C:1](#[N:2])[N:3]=[C:4]([O:5][CH3:6])[c:7]1[n:8][cH:9][cH:10][cH:11][cH:12]1.[CH3:22][CH2:23][O:24][CH2:25][CH3:26].[CH3:27][OH:28].[Cl:13][c:14]1[cH:15][cH:16][c:17]([CH2:18][NH2:19])[cH:20][cH:21]1>>[C:1](#[N:2])[NH:3][C:4]([c:7]1[n:8][cH:9][cH:10][cH:11][cH:12]1)=[N:19][CH2:18][c:17]1[cH:16][cH:15][c:14]([Cl:13])[cH:21][cH:20]1. The product is N#CNC(=NCc1ccc(Cl)cc1)c1ccccn1. The reactants are COC(=NC#N)c1ccccn1, CCOCC, CO, NCc1ccc(Cl)cc1. Starting materials: ClC1=NC(=CC(=C1[N+](=O)[O-])NC(CC)CC)C ((2-chloro-6-methyl-3-nitro-pyridin-4-yl)-(1-ethyl-propyl)-amine), CC1=C(N)C(=CC(=C1)C)C (2,4,6-trimethylaniline). The solvent is CS(=O)C (DMSO). Reaction conditions: temperature 130 celsius. Product: C(C)C(CC)NC1=C(C(=NC(=C1)C)NC1=C(C=C(C=C1C)C)C)[N+](=O)[O-] (N4-(1-Ethyl-propyl)-6-methyl-3-nitro-N2-(2,4,6-trimethyl-phenyl)-pyridine-2,4-diamine). The yield is 43.4%. Reaction SMILES: Cl[C:2]1[C:7]([N+:8]([O-:10])=[O:9])=[C:6]([NH:11][CH:12]([CH2:15][CH3:16])[CH2:13][CH3:14])[CH:5]=[C:4]([CH3:17])[N:3]=1.[CH3:18][C:19]1[CH:25]=[C:24]([CH3:26])[CH:23]=[C:22]([CH3:27])[C:20]=1[NH2:21]>CS(C)=O>[CH2:13]([CH:12]([NH:11][C:6]1[CH:5]=[C:4]([CH3:17])[N:3]=[C:2]([NH:21][C:20]2[C:22]([CH3:27])=[CH:23][C:24]([CH3:26])=[CH:25][C:19]=2[CH3:18])[C:7]=1[N+:8]([O-:10])=[O:9])[CH2:15][CH3:16])[CH3:14]. Procedure details: A mixture of (2-chloro-6-methyl-3-nitro-pyridin-4-yl)-(1-ethyl-propyl)-amine (250 mg, 0.97 mmol) and 2,4,6-trimethylaniline (262 mg, 1.94 mmol) in 4 ml of dry DMSO was heated at 130° C. overnight. The mixture was quenched with water and extracted with ethyl acetate. The organic layer was dried and concentrated to give a yellow oil. The oil was purified through silica gel column chromatography to give 150 mg (43%) of the title compound as yellow solid, mp 104-107° C. 1H NMR (CDCl3) δ 10.36 (s, 1H... The reactants are C(C)(=O)NCCC1=[N+](C=CC=C1)[O-] (2-(2-acetylaminoethyl)pyridine N-oxide), S(=O)(=O)(OC)OC (dimethyl sulfate), CS(=O)C (dimethylsulfoxide), [C-]#N.[K+] (potassium cyanide). The solvent is O (water). Run at time 1.5 hour. Product: C(C)(=O)NCCC1=NC(=CC=C1)C#N (2-(2-acetylaminoethyl)-6-cyanopyridine). Yield: 99.9%. Reaction SMILES: [C:1]([NH:4][CH2:5][CH2:6][C:7]1[CH:12]=[CH:11][CH:10]=[CH:9][N+:8]=1[O-])(=[O:3])[CH3:2].S(OC)(OC)(=O)=O.CS(C)=O.[C-:25]#[N:26].[K+]>O>[C:1]([NH:4][CH2:5][CH2:6][C:7]1[CH:12]=[CH:11][CH:10]=[C:9]([C:25]#[N:26])[N:8]=1)(=[O:3])[CH3:2] |f:3.4|. Procedure: A mixture of 2-(2-acetylaminoethyl)pyridine N-oxide (70.8 g) and dimethyl sulfate (41 ml) was stirred at ambient temperature for 1.5 hours. To the mixture was added dimethylsulfoxide (420 ml) and potassium cyanide (25.6 g) and the mixture was stirred at ambient temperature for 3 hours. To the reaction mixture was added water and extracted with chloroform. The extract layer was dried over magnesium sulfate and evaporated in vacuo to give 2-(2-acetylaminoethyl)-6-cyanopyridine (74.3 g). The product is FC(=C)C(CC(C)(C)C1=CC=C(C=C1)F)O (2-fluoro-5-(4-fluorophenyl)-5-methylhex-1-en-3-ol). Run in C1CCOC1 (THF), C1CCOC1 (THF). Procedure: To a mixture of 3-(4-fluorophenyl)-3-methylbutyraldehyde (1.2 g, 6.6 mmol) and (1-fluorovinyl)methyldiphenylsilane in 5 mL of THF cooled on ice under nitrogen gas was added 1 mL of TBAF (1 M in THF). The mixture was allowed to warm to room temperature and left overnight. The solvent was evaporated and the residue was taken up in hexanes. The hexane soluble material was fractionated over silica gel (eluent: hexanes to hexanes-ethyl acetate (98:2)) to give a fraction (3.1 g) containing silylated p... Conditions: time 8 hour. Starting materials: silanes, FC1=CC=C(C=C1)C(CC=O)(C)C (3-(4-fluorophenyl)-3-methylbutyraldehyde), FC(=C)C[SiH](C1=CC=CC=C1)C1=CC=CC=C1 ((1-fluorovinyl)methyldiphenylsilane), CCCC[N+](CCCC)(CCCC)CCCC.[F-] (TBAF), CCCC[N+](CCCC)(CCCC)CCCC.[F-] (TBAF). Reaction SMILES: [F:1][C:2]1[CH:7]=[CH:6][C:5]([C:8]([CH3:13])([CH3:12])[CH2:9][CH:10]=[O:11])=[CH:4][CH:3]=1.[F:14][C:15](C[SiH](C1C=CC=CC=1)C1C=CC=CC=1)=[CH2:16].CCCC[N+](CCCC)(CCCC)CCCC.[F-]>C1COCC1>[F:14][C:15]([CH:10]([OH:11])[CH2:9][C:8]([C:5]1[CH:4]=[CH:3][C:2]([F:1])=[CH:7][CH:6]=1)([CH3:13])[CH3:12])=[CH2:16] |f:2.3|. Starting materials: ClC(C1=C(C=CC=C1)C)=NN=C(C1=CC=CC=C1)Cl (N-[1-chloro-1-(2-methylphenyl)methylidene]-N′-[1-chloro-(1-phenyl)methylidene]hydrazine), CC1=C(N)C(=CC=C1)C (2,6-dimethylaniline), CN(C1=CC=CC=C1)C (N,N-dimethylaniline), Cl (hydrochloric acid). The solvent is ClCCl (Dichloromethane). Conditions: temperature 120 celsius, time 20 hour. Yields the product CC1=C(C=CC=C1)C1=NN=C(N1C1=C(C=CC=C1C)C)C1=CC=CC=C1 (3-(2-Methylphenyl)-4-(2,6-dimethylphenyl)-5-phenyl-4H-1,2,4-triazole). Yield: 30.6%. As a reaction SMILES: Cl[C:2](=[N:10][N:11]=[C:12](Cl)[C:13]1[CH:18]=[CH:17][CH:16]=[CH:15][CH:14]=1)[C:3]1[CH:8]=[CH:7][CH:6]=[CH:5][C:4]=1[CH3:9].[CH3:20][C:21]1[CH:27]=[CH:26][CH:25]=[C:24]([CH3:28])[C:22]=1[NH2:23].CN(C)C1C=CC=CC=1.Cl>ClCCl>[CH3:9][C:4]1[CH:5]=[CH:6][CH:7]=[CH:8][C:3]=1[C:2]1[N:23]([C:22]2[C:24]([CH3:28])=[CH:25][CH:26]=[CH:27][C:21]=2[CH3:20])[C:12]([C:13]2[CH:18]=[CH:17][CH:16]=[CH:15][CH:14]=2)=[N:11][N:10]=1. Procedure: First, 12.6 g (43.3 mmol) of N-[1-chloro-1-(2-methylphenyl)methylidene]-N′-[1-chloro-(1-phenyl)methylidene]hydrazine, 15.7 g (134.5 mmol) of 2,6-dimethylaniline, and 100 ml of N,N-dimethylaniline were put into a 500-ml recovery flask and heated and stirred at 120° C. for 20 hours. After reaction for the predetermined time, this reacted solution was slowly added to 200 ml of 1N hydrochloric acid. Dichloromethane was added to this solution and an objective substance was extracted to an organic lay... Reactants: OC1C[C@H](NC1)C(=O)O (4-hydroxy-L-proline), C([O-])(O)=O.[Na+] (sodium bicarbonate), C(C1=CC=CC=C1)OC(=O)Cl (benzylchloroformate). The solvent is O (water). Run at time 24 hour. Yields the product C(=O)(OCC1=CC=CC=C1)N1[C@H](C(=O)O)CC(C1)O (1-(Carbobenzyloxy)-4-hydroxy-L-proline). Yield: 90.0%. Reaction SMILES: [OH:1][CH:2]1[CH2:6][NH:5][C@H:4]([C:7]([OH:9])=[O:8])[CH2:3]1.C(=O)(O)[O-].[Na+].[CH2:15]([O:22][C:23](Cl)=[O:24])[C:16]1[CH:21]=[CH:20][CH:19]=[CH:18][CH:17]=1>O>[C:23]([N:5]1[CH2:6][CH:2]([OH:1])[CH2:3][C@H:4]1[C:7]([OH:9])=[O:8])([O:22][CH2:15][C:16]1[CH:21]=[CH:20][CH:19]=[CH:18][CH:17]=1)=[O:24] |f:1.2|. Reported procedure: To 20 g (152.5 mmol) of 4-hydroxy-L-proline in 35 ml of water was added 36.7 g (436.8 mmol) of sodium bicarbonate and the mixture was cooled to 10° C. before 32.5 g (190.5 mmol) of benzylchloroformate wa added dropwise. The cooling bath was then removed and the mixture was allowed to stir for 24 hours at room temperature. The pH of the reaction was then adjusted to 1 with concentrated HC1 solution and the mixture was extracted with 3 x 100 ml portions of methylene chloride. The organic layers we... The product is O=C(Nc1ccc(-n2cnc3c(N4CCOC4=O)ncnc32)cc1)Nc1ccc(Cl)c(C(F)(F)F)c1. Starting materials: O=C(Cl)OCCCl, Cl, Nc1ncnc2c1ncn2-c1ccc(NC(=O)Nc2ccc(Cl)c(C(F)(F)F)c2)cc1. RXN SMILES: [Cl:33][C:34](=[O:35])[O:36][CH2:37][CH2:38][Cl:39].[ClH:1].[NH2:2][c:3]1[c:4]2[n:5][cH:6][n:7](-[c:12]3[cH:13][cH:14][c:15]([NH:18][C:19](=[O:20])[NH:21][c:22]4[cH:23][c:24]([C:29]([F:30])([F:31])[F:32])[c:25]([Cl:28])[cH:26][cH:27]4)[cH:16][cH:17]3)[c:8]2[n:9][cH:10][n:11]1>>[N:2]1([c:3]2[c:4]3[n:5][cH:6][n:7](-[c:12]4[cH:13][cH:14][c:15]([NH:18][C:19](=[O:20])[NH:21][c:22]5[cH:23][c:24]([C:29]([F:30])([F:31])[F:32])[c:25]([Cl:28])[cH:26][cH:27]5)[cH:16][cH:17]4)[c:8]3[n:9][cH:10][n:11]2)[C:34](=[O:35])[O:36][CH2:37][CH2:38]1.